From a dataset of the Open Reaction Database (ORD), a public repository of structured organic reaction records. describe an organic reaction: reactants, conditions, products, and yield The reactants are [N+](=O)([O-])\C=C\C1=CC=CC=C1 (trans-β-Nitrostyrene), C(CC(=O)OCC)(=O)OCC (diethyl malonate). Solvent: C1(=CC=CC=C1)C (toluene). Product: C(C)OC(=O)C(C(=O)OCC)[C@H](C[N+](=O)[O-])C1=CC=CC=C1 (ethyl (S)-2-ethoxycarbonyl-4-nitro-3-phenylbutyrate). As a reaction SMILES: [N+:1](/[CH:4]=[CH:5]/[C:6]1[CH:11]=[CH:10][CH:9]=[CH:8][CH:7]=1)([O-:3])=[O:2].[C:12]([O:20][CH2:21][CH3:22])(=[O:19])[CH2:13][C:14]([O:16][CH2:17][CH3:18])=[O:15]>C1(C)C=CC=CC=1>[CH2:21]([O:20][C:12]([CH:13]([C@@H:5]([C:6]1[CH:11]=[CH:10][CH:9]=[CH:8][CH:7]=1)[CH2:4][N+:1]([O-:3])=[O:2])[C:14]([O:16][CH2:17][CH3:18])=[O:15])=[O:19])[CH3:22]. Procedure details: trans-β-Nitrostyrene (34.3 mg, 0.23 mmol), diethyl malonate (0.065 mL, 0.46 mmol) and the compound (10 mol %) shown in the following Table 1 as an asymmetric catalyst were stirred in toluene (0.4 mL) at room temperature. The reaction mixture was purified by silica gel column chromatography (n-hexane/ethyl acetate=95/5→90/10→80/20) to give the title compound. Reactants: Cc1ccnc(C(=O)O)c1, Cc1cccc(-c2sc(C)nc2C(=O)N2CC3CC(C)CC3C2CN)c1. The product is Cc1cccc(-c2sc(C)nc2C(=O)N2CC3CC(C)CC3C2CNC(=O)c2cc(C)ccn2)c1. RXN SMILES: [CH3:27][c:28]1[cH:29][c:30]([C:34](=[O:35])[OH:36])[n:31][cH:32][cH:33]1.[NH2:1][CH2:2][CH:3]1[CH:4]2[CH2:5][CH:6]([CH3:26])[CH2:7][CH:8]2[CH2:9][N:10]1[C:11](=[O:12])[c:13]1[n:14][c:15]([CH3:25])[s:16][c:17]1-[c:18]1[cH:19][c:20]([CH3:24])[cH:21][cH:22][cH:23]1>>[NH:1]([CH2:2][CH:3]1[CH:4]2[CH2:5][CH:6]([CH3:26])[CH2:7][CH:8]2[CH2:9][N:10]1[C:11](=[O:12])[c:13]1[n:14][c:15]([CH3:25])[s:16][c:17]1-[c:18]1[cH:19][c:20]([CH3:24])[cH:21][cH:22][cH:23]1)[C:34]([c:30]1[cH:29][c:28]([CH3:27])[cH:33][cH:32][n:31]1)=[O:35].